This data is from the Open Reaction Database (ORD), a public repository of structured organic reaction records. The task is: describe an organic reaction: reactants, conditions, products, and yield The reactants are C(C1=CC=CC=C1)N1C(OC(=N1)C1CCN(CC1)C1=CC=C(C=C1)/N=C/C=1OC(=CC1)[N+](=O)[O-])=O (3-Benzyl-5-[1-(4-[(E)-1-(5-nitro-2-furyl)methylidene]aminophenyl)-4-piperidyl]-2,3-dihydro-1,3,4-oxadiazol-2-one), C(#N)[BH3-].[Na+] (sodiumcyano borohydride), C([O-])(O)=O.[Na+] (sodium bi carbonate). The reagents and catalysts are CC(=O)O (CH3COOH). Run in CO (methanol). Yields the product C(C1=CC=CC=C1)N1C(OC(=N1)C1CCN(CC1)C1=CC=C(C=C1)NCC=1OC(=CC1)[N+](=O)[O-])=O (3-Benzyl-5-[1-(4-[(5-nitro-2-furyl)methyl]aminophenyl)-4-piperidyl]-2,3-dihydro-1,3,4-oxadiazol-2-one). Yield: 84.8%. Reaction SMILES: [CH2:1]([N:8]1[N:12]=[C:11]([CH:13]2[CH2:18][CH2:17][N:16]([C:19]3[CH:24]=[CH:23][C:22](/[N:25]=[CH:26]/[C:27]4[O:28][C:29]([N+:32]([O-:34])=[O:33])=[CH:30][CH:31]=4)=[CH:21][CH:20]=3)[CH2:15][CH2:14]2)[O:10][C:9]1=[O:35])[C:2]1[CH:7]=[CH:6][CH:5]=[CH:4][CH:3]=1.C([BH3-])#N.[Na+].C(=O)(O)[O-].[Na+]>CC(O)=O.CO>[CH2:1]([N:8]1[N:12]=[C:11]([CH:13]2[CH2:18][CH2:17][N:16]([C:19]3[CH:24]=[CH:23][C:22]([NH:25][CH2:26][C:27]4[O:28][C:29]([N+:32]([O-:34])=[O:33])=[CH:30][CH:31]=4)=[CH:21][CH:20]=3)[CH2:15][CH2:14]2)[O:10][C:9]1=[O:35])[C:2]1[CH:3]=[CH:4][CH:5]=[CH:6][CH:7]=1 |f:1.2,3.4|. Procedure: 3-Benzyl-5-[1-(4-[(E)-1-(5-nitro-2-furyl)methylidene]aminophenyl)-4-piperidyl]-2,3-dihydro-1,3,4-oxadiazol-2-one (9d, 0.47 g, 1 mmol) on reduction with sodiumcyano borohydride (0.12 g, 2 mmol) in the presence of catalytic amount of CH3COOH (3 drops) in methanol at 0° C. for 12 h. After completion of the reaction as indicated by TLC, the reaction mixture is neutralized with sodium bi carbonate and extracted into chloroform. The crude product thus obtained was purified by column chromatography usi... Reactants: C1(CCCCC1)CNC=1OC2=C(N1)C=CC(=C2)OC2=CC(=NC=C2)C(=O)NN (4-(2-(cyclohexylmethylamino)benzo[d]oxazol-6-yloxy)pyridine-2-carbohydrazide), Cl (hydrogen chloride), C(OC)(OC)OC (trimethyl orthoformate). Yields the product C1(CCCCC1)CNC=1OC2=C(N1)C=CC(=C2)OC2=CC(=NC=C2)C=2OC=NN2 (cyclohexylmethyl-[6-(2-[1,3,4]oxadiazol-2-yl-pyridin-4-yloxy)-benzo-oxazol-2-yl]-amine). RXN SMILES: [CH:1]1([CH2:7][NH:8][C:9]2[O:10][C:11]3[CH:17]=[C:16]([O:18][C:19]4[CH:24]=[CH:23][N:22]=[C:21]([C:25]([NH:27][NH2:28])=[O:26])[CH:20]=4)[CH:15]=[CH:14][C:12]=3[N:13]=2)[CH2:6][CH2:5][CH2:4][CH2:3][CH2:2]1.Cl.[CH:30](OC)(OC)OC>>[CH:1]1([CH2:7][NH:8][C:9]2[O:10][C:11]3[CH:17]=[C:16]([O:18][C:19]4[CH:24]=[CH:23][N:22]=[C:21]([C:25]5[O:26][CH:30]=[N:28][N:27]=5)[CH:20]=4)[CH:15]=[CH:14][C:12]=3[N:13]=2)[CH2:2][CH2:3][CH2:4][CH2:5][CH2:6]1. Procedure: A solution of 4-(2-(cyclohexylmethylamino)benzo[d]oxazol-6-yloxy)pyridine-2-carbohydrazide (8 mg, 0.019 mmol, 1.0 eq) and 0.1 mL of 4 M hydrogen chloride in 1 mL trimethyl orthoformate was heated in the microwave at 120° C. for 1200 seconds. The crude product was purified by reverse phase prep HPLC to give the title compound. MH+=392.0 Reactants: C(C)(=O)N1[C@H](CN(C2=CC(=C(C=C12)[N+](=O)[O-])Br)C(=O)OC(C)C)C (isopropyl (S)-4-acetyl-7-bromo-3-methyl-6-nitro-3,4-dihydroquinoxaline-1(2H)-carboxylate), C1(CC1)N1N=CC(=C1)B1OC(C(O1)(C)C)(C)C (1-cyclopropyl-4-(4,4,5,5-tetramethyl-1,3,2-dioxaborolan-2-yl)-1H-pyrazole), C([O-])([O-])=O.[Cs+].[Cs+] (cesium carbonate), CC(C)C1=CC(=C(C(=C1)C(C)C)C2=C(C=CC=C2)P(C3CCCCC3)C4CCCCC4)C(C)C (XPhos). The reagents and catalysts are C=1C=CC(=CC1)/C=C/C(=O)/C=C/C2=CC=CC=C2.C=1C=CC(=CC1)/C=C/C(=O)/C=C/C2=CC=CC=C2.C=1C=CC(=CC1)/C=C/C(=O)/C=C/C2=CC=CC=C2.[Pd].[Pd] (tris(dibenzylideneacetone)dipalladium). Run in O1CCOCC1 (1,4-dioxane), O (water). Reaction conditions: temperature 90 celsius. Yields the product C(C)(=O)N1[C@H](CN(C2=CC(=C(C=C12)[N+](=O)[O-])C=1C=NN(C1)C1CC1)C(=O)OC(C)C)C (isopropyl (S)-4-acetyl-7-(1-cyclopropyl-1H-pyrazol-4-yl)-3-methyl-6-nitro-3,4-dihydroquinoxaline-1(2H)-carboxylate). Reaction SMILES: [C:1]([N:4]1[C:13]2[C:8](=[CH:9][C:10](Br)=[C:11]([N+:14]([O-:16])=[O:15])[CH:12]=2)[N:7]([C:18]([O:20][CH:21]([CH3:23])[CH3:22])=[O:19])[CH2:6][C@@H:5]1[CH3:24])(=[O:3])[CH3:2].[CH:25]1([N:28]2[CH:32]=[C:31](B3OC(C)(C)C(C)(C)O3)[CH:30]=[N:29]2)[CH2:27][CH2:26]1.C(=O)([O-])[O-].[Cs+].[Cs+].CC(C1C=C(C(C)C)C(C2C=CC=CC=2P(C2CCCCC2)C2CCCCC2)=C(C(C)C)C=1)C>O1CCOCC1.O.C1C=CC(/C=C/C(/C=C/C2C=CC=CC=2)=O)=CC=1.C1C=CC(/C=C/C(/C=C/C2C=CC=CC=2)=O)=CC=1.C1C=CC(/C=C/C(/C=C/C2C=CC=CC=2)=O)=CC=1.[Pd].[Pd]>[C:1]([N:4]1[C:13]2[C:8](=[CH:9][C:10]([C:31]3[CH:30]=[N:29][N:28]([CH:25]4[CH2:27][CH2:26]4)[CH:32]=3)=[C:11]([N+:14]([O-:16])=[O:15])[CH:12]=2)[N:7]([C:18]([O:20][CH:21]([CH3:23])[CH3:22])=[O:19])[CH2:6][C@@H:5]1[CH3:24])(=[O:3])[CH3:2] |f:2.3.4,8.9.10.11.12|. Procedure details: A mixture of isopropyl (S)-4-acetyl-7-bromo-3-methyl-6-nitro-3,4-dihydroquinoxaline-1(2H)-carboxylate (0.131 g, 0.327 mmol), 1-cyclopropyl-4-(4,4,5,5-tetramethyl-1,3,2-dioxaborolan-2-yl)-1H-pyrazole (0.092 g, 0.392 mmol), cesium carbonate (0.319 g, 0.980 mmol), XPhos (0.016 g, 0.033 mmol) and tris(dibenzylideneacetone)dipalladium (0.015 g, 0.016 mmol) in 1,4-dioxane (3 mL) and water (0.6 mL) was heated for 16 h at 90° C. The reaction was cooled to rt and concentrated. The residue was diluted wit... Starting materials: ClCCOC1=CC2=C(N3C(S2)=NC(=C3)C3=CC=C(C=C3)N)C=C1 (7-(2-chloro-ethoxy)-2-(4-amino-phenyl)-benzo[d]imidazo[2,1-b]thiazole), C(C)(C)(C)C1=CC(=NO1)NC(OC1=CC=CC=C1)=O (phenyl 5-tert-butylisoxazol-3-ylcarbamate), 2006/082404 A1. Run in C1CCOC1 (THF). Yields the product C(C)(C)(C)C1=CC(=NO1)NC(=O)NC1=CC=C(C=C1)C=1N=C2SC3=C(N2C1)C=CC(=C3)OCCCl (1-(5-tert-butyl-isoxazol-3-yl)-3-{4-[7-(2-chloro-ethoxy)-benzo[d]imidazo[2,1-b]thiazol-2-yl]-phenyl}-urea). As a reaction SMILES: [Cl:1][CH2:2][CH2:3][O:4][C:5]1[CH:23]=[CH:22][C:8]2[N:9]3[CH:14]=[C:13]([C:15]4[CH:20]=[CH:19][C:18]([NH2:21])=[CH:17][CH:16]=4)[N:12]=[C:10]3[S:11][C:7]=2[CH:6]=1.[C:24]([C:28]1[O:32][N:31]=[C:30]([NH:33][C:34](=O)[O:35]C2C=CC=CC=2)[CH:29]=1)([CH3:27])([CH3:26])[CH3:25]>C1COCC1>[C:24]([C:28]1[O:32][N:31]=[C:30]([NH:33][C:34]([NH:21][C:18]2[CH:19]=[CH:20][C:15]([C:13]3[N:12]=[C:10]4[N:9]([CH:14]=3)[C:8]3[CH:22]=[CH:23][C:5]([O:4][CH2:3][CH2:2][Cl:1])=[CH:6][C:7]=3[S:11]4)=[CH:16][CH:17]=2)=[O:35])[CH:29]=1)([CH3:27])([CH3:25])[CH3:26]. Reported procedure: A mixture of 7-(2-chloro-ethoxy)-2-(4-amino-phenyl)-benzo[d]imidazo[2,1-b]thiazole (1 equivalent) and phenyl 5-tert-butylisoxazol-3-ylcarbamate, prepared as described in WO 2006/082404 A1 (1 equivalent) in anhydrous THF is stirred at selected temperatures between rt and 50° C. until the reaction is substantially complete as monitored by LCMS or TLC. The mixture is concentrated under reduced pressure and the residue is partitioned between water and either dichloromethane or a mixture of dichlorom... The reactants are O=C([O-])[O-], CC(=O)O[BH-](OC(C)=O)OC(C)=O, COc1cc(N2CCC3(CC2)OCCO3)c(C)cc1[N+](=O)[O-], COc1cc(N2CCC(=O)CC2)c(C)cc1[N+](=O)[O-], CC#N, Cl, FC1CCNC1, [K+], [K+], [Na+], O, O, Cc1ccc(S(=O)(=O)O)cc1. Yields the product COc1cc(N2CCC(N3CCC(F)C3)CC2)c(C)cc1[N+](=O)[O-]. As a reaction SMILES: [C:35](=[O:36])([O-:37])[O-:38].[C:67]([O:68][BH-:69]([O:70][C:71](=[O:72])[CH3:73])[O:74][C:75](=[O:76])[CH3:77])(=[O:78])[CH3:79].[CH3:1][O:2][c:3]1[c:4]([N+:20](=[O:21])[O-:22])[cH:5][c:6]([CH3:19])[c:7]([N:9]2[CH2:10][CH2:11][C:12]3([O:13][CH2:14][CH2:15][O:16]3)[CH2:17][CH2:18]2)[cH:8]1.[CH3:41][O:42][c:43]1[c:44]([N+:45]([O-:46])=[O:47])[cH:48][c:49]([CH3:50])[c:51]([N:52]2[CH2:53][CH2:54][C:55](=[O:56])[CH2:57][CH2:58]2)[cH:59]1.[CH3:82][C:83]#[N:84].[ClH:60].[F:61][CH:62]1[CH2:63][NH:64][CH2:65][CH2:66]1.[K+:39].[K+:40].[Na+:80].[OH2:23].[OH2:81].[c:24]1([CH3:25])[cH:26][cH:27][c:28]([S:29]([OH:30])(=[O:31])=[O:32])[cH:33][cH:34]1>>[CH3:1][O:2][c:3]1[c:4]([N+:20](=[O:21])[O-:22])[cH:5][c:6]([CH3:19])[c:7]([N:9]2[CH2:10][CH2:11][CH:12]([N:64]3[CH2:63][CH:62]([F:61])[CH2:66][CH2:65]3)[CH2:17][CH2:18]2)[cH:8]1. Reactants: C1(=CC=CC=C1)C=1N=C(NC1)S (4-Phenyl-1H-imidazole-2-thiol), ClC1C(CCCC1)=O (2-chlorocyclohexanone). Run in C(CCC)O (butanol). The product is Cl.C1(=CC=CC=C1)C1=CN=C2SC3=C(N21)CCCC3 (3-Phenyl-5,6,7,8-tetrahydroimidazo[2,1-b]benzothiazole hydrochloride salt). The yield is 75.0%. RXN SMILES: [C:1]1([C:7]2[N:8]=[C:9]([SH:12])[NH:10][CH:11]=2)[CH:6]=[CH:5][CH:4]=[CH:3][CH:2]=1.[Cl:13][CH:14]1[CH2:19][CH2:18][CH2:17][CH2:16][C:15]1=O>C(O)CCC>[ClH:13].[C:1]1([C:7]2[N:8]3[C:9]([S:12][C:14]4[CH2:19][CH2:18][CH2:17][CH2:16][C:15]=43)=[N:10][CH:11]=2)[CH:2]=[CH:3][CH:4]=[CH:5][CH:6]=1 |f:3.4|. Procedure: A solution of 4-Phenyl-1H-imidazole-2-thiol 24 (Maeda et al., Chem. Pharm. Bull. 1984, 32, 2536-2543) and 2-chlorocyclohexanone was refluxed in butanol for 3 hours. After cooling, the resulting precipitate was filtered to give 25 in 75% yield: mp 274-278° C.; 1H-NMR (DMSO-d6) 1.89 (m, 4H), 2.76 (m, 4H), 7.38 (t, 1H), 7.49 (t, 2H), 7.88 (d, 2H), 8.51 (s, 1H); HR-MS (EI) m/z 254.0874 (M+). Starting materials: CN(C)C1=NC=CC=C1 (dimethylaminopyridine), ClC1=C(C(=C2CC(CC2=C1C)(C)CC)C)C1CC(CC(C1)=O)=O (5-(6-chloro-2-ethyl-2,4,7-trimethylindan-5-yl)-cyclohexane-1,3-dione), C(CC)(=O)OC(CC)=O (propionic anhydride). The solvent is C1(=CC=CC=C1)C (toluene), C1(=CC=CC=C1)C (toluene). Yields the product ClC1=C(C(=C2CC(CC2=C1C)(C)CC)C)C1CC(=C(C(C1)=O)C(CC)=NOCC)O (5-(6-Chloro-2-ethyl-2,4,7-trimethylindan-5-yl)-2-[1-(ethoxyimino)propyl]-3-hydroxycyclohex-2-en-1-one). As a reaction SMILES: [Cl:1][C:2]1[C:10]([CH3:11])=[C:9]2[C:5]([CH2:6][C:7]([CH2:13][CH3:14])([CH3:12])[CH2:8]2)=[C:4]([CH3:15])[C:3]=1[CH:16]1[CH2:21][C:20](=[O:22])[CH2:19][C:18](=[O:23])[CH2:17]1.C(O[C:29](=[O:32])[CH2:30]C)(=O)CC.C[N:34]([C:36]1[CH:41]=[CH:40]C=CN=1)C>C1(C)C=CC=CC=1>[Cl:1][C:2]1[C:10]([CH3:11])=[C:9]2[C:5]([CH2:6][C:7]([CH2:13][CH3:14])([CH3:12])[CH2:8]2)=[C:4]([CH3:15])[C:3]=1[CH:16]1[CH2:21][C:20](=[O:22])[C:19]([C:36](=[N:34][O:32][CH2:29][CH3:30])[CH2:41][CH3:40])=[C:18]([OH:23])[CH2:17]1. Reported procedure: To a solution of 9.3 g of the 5-(6-chloro-2-ethyl-2,4,7-trimethylindan-5-yl)-cyclohexane-1,3-dione in 50 ml of absolute toluene was added 15 ml of propionic anhydride. After refluxing for 4 hours, toluene and excess propionic anhydride were evaporated under reduced pressure to afford a residue. To the solution of the residue in 50 ml of toluene was added 0.6 g of dimethylaminopyridine and refluxed for 20 hours. The reaction mixture was evaporated under reduced pressure. The residue was purified ... Reactants: O1CCOC2=C1C=CC(=C2)OB([O-])[O-] ((2,3-dihydro-1,4-benzodioxin-6-yl)borate), BrC=1C=CC2=C(C=C(CCN2C)C(=O)NC2=CC=C(C=C2)CN(C2CCOCC2)C)C1 (7-bromo-1-methyl-N-[4-[[N-methyl-N-(tetrahydro-2H-pyran-4-yl)amino]methyl]phenyl]-2,3-dihydro-1H-1-benzazepine-4-carboxamide), C([O-])([O-])=O.[K+].[K+] (potassium carbonate). The reagents and catalysts are C=1C=CC(=CC1)[P](C=2C=CC=CC2)(C=3C=CC=CC3)[Pd]([P](C=4C=CC=CC4)(C=5C=CC=CC5)C=6C=CC=CC6)([P](C=7C=CC=CC7)(C=8C=CC=CC8)C=9C=CC=CC9)[P](C=1C=CC=CC1)(C=1C=CC=CC1)C=1C=CC=CC1 (tetrakistriphenylphosphinepalladium). Run in O.C(C)O.C1(=CC=CC=C1)C (water ethanol toluene), C(C)(=O)OCC (ethyl acetate). Run at time 30 minute. Product: O1CCOC2=C1C=CC(=C2)C=2C=CC1=C(C=C(CCN1C)C(=O)NC1=CC=C(C=C1)CN(C1CCOCC1)C)C2 (7-(2,3-dihydro-1,4-benzodioxin-6-yl)-1-methyl-N-[4-[[N-methyl-N-(tetrahydro-2H-pyran-4-yl)amino]methyl]phenyl]-2,3-dihydro-1H-1-benzazepine-4-carboxamide). Isolated yield 48.6%. RXN SMILES: [O:1]1[C:6]2[CH:7]=[CH:8][C:9](OB([O-])[O-])=[CH:10][C:5]=2[O:4][CH2:3][CH2:2]1.Br[C:16]1[CH:17]=[CH:18][C:19]2[N:25]([CH3:26])[CH2:24][CH2:23][C:22]([C:27]([NH:29][C:30]3[CH:35]=[CH:34][C:33]([CH2:36][N:37]([CH3:44])[CH:38]4[CH2:43][CH2:42][O:41][CH2:40][CH2:39]4)=[CH:32][CH:31]=3)=[O:28])=[CH:21][C:20]=2[CH:45]=1.C(=O)([O-])[O-].[K+].[K+]>O.C(O)C.C1(C)C=CC=CC=1.C(OCC)(=O)C.C1C=CC([P]([Pd]([P](C2C=CC=CC=2)(C2C=CC=CC=2)C2C=CC=CC=2)([P](C2C=CC=CC=2)(C2C=CC=CC=2)C2C=CC=CC=2)[P](C2C=CC=CC=2)(C2C=CC=CC=2)C2C=CC=CC=2)(C2C=CC=CC=2)C2C=CC=CC=2)=CC=1>[O:1]1[C:6]2[CH:7]=[CH:8][C:9]([C:16]3[CH:17]=[CH:18][C:19]4[N:25]([CH3:26])[CH2:24][CH2:23][C:22]([C:27]([NH:29][C:30]5[CH:31]=[CH:32][C:33]([CH2:36][N:37]([CH3:44])[CH:38]6[CH2:43][CH2:42][O:41][CH2:40][CH2:39]6)=[CH:34][CH:35]=5)=[O:28])=[CH:21][C:20]=4[CH:45]=3)=[CH:10][C:5]=2[O:4][CH2:3][CH2:2]1 |f:2.3.4,5.6.7,^1:72,74,93,112|. Reported procedure: In a mixture of water:ethanol:toluene (1:1:10, v/v, 18.0 ml) were dissolved (2,3-dihydro-1,4-benzodioxin-6-yl)borate (221 mg) and 7-bromo-1-methyl-N-[4-[[N-methyl-N-(tetrahydro-2H-pyran-4-yl)amino]methyl]phenyl]-2,3-dihydro-1H-1-benzazepine-4-carboxamide (397 mg). To the solution was added potassium carbonate (272 mg), and the mixture was stirred under argon atmosphere at room temperature for 30 minutes. To the mixture was added tetrakistriphenylphosphinepalladium (38 mg), and the mixture was he... The reactants are FC=1C=C(C=CC1[N+](=O)[O-])CC(=O)OC (methyl 3-fluoro4-nitrophenylacetate), CN1C(CCC1)=O (N-methylpyrrolidinone), COC1=CC=C(CS)C=C1 (4-methoxybenzyl mercaptan), [H-].[Na+] (sodium hydride). The solvent is O (Water). Yields the product COC1=CC=C(CSC=2C=C(C=CC2[N+](=O)[O-])CC(=O)OC)C=C1 (Methyl 3-(4-Methoxybenzylthio)-4-nitrophenylacetate). As a reaction SMILES: F[C:2]1[CH:3]=[C:4]([CH2:11][C:12]([O:14][CH3:15])=[O:13])[CH:5]=[CH:6][C:7]=1[N+:8]([O-:10])=[O:9].CN1CCCC1=O.[CH3:23][O:24][C:25]1[CH:32]=[CH:31][C:28]([CH2:29][SH:30])=[CH:27][CH:26]=1.[H-].[Na+]>O>[CH3:23][O:24][C:25]1[CH:32]=[CH:31][C:28]([CH2:29][S:30][C:2]2[CH:3]=[C:4]([CH2:11][C:12]([O:14][CH3:15])=[O:13])[CH:5]=[CH:6][C:7]=2[N+:8]([O-:10])=[O:9])=[CH:27][CH:26]=1 |f:3.4|. Reported procedure: A mixture of methyl 3-fluoro4-nitrophenylacetate(1.05 g), N-methylpyrrolidinone(10 mL) and 4-methoxybenzyl mercaptan was stirred under argon and treated with sodium hydride(0.22 g of a 60% dispersion in mineral oil) and the resulting mixture was stirred at ambient temperature for 0.5 h. Water was added and the mixture was extracted with ether, and the extract was washed with brine, dried and evaporated to dryness. The residue was purified by flash chromatography eluting with increasingly polar m...